From a dataset of the Open Reaction Database (ORD), a public repository of structured organic reaction records. describe an organic reaction: reactants, conditions, products, and yield Starting materials: ClC1=C(C=CC=C1)C=1C2=C(NC(CN1)=S)SC(=C2)CC (5-o-chlorophenyl-7-ethyl-1,2-dihydro-3H-thieno[2,3-e][1,4] diazepine-2-thione), O.NN (hydrazine hydrate). The solvent is C(C)O (ethanol). The product is N(N)C=1CN=C(C2=C(N1)SC(=C2)CC)C2=C(C=CC=C2)Cl (2-hydrazino-5-o-chlorophenyl-7-ethyl-3H-thieno[2,3-e][1,4]diazepine). As a reaction SMILES: [Cl:1][C:2]1[CH:7]=[CH:6][CH:5]=[CH:4][C:3]=1[C:8]1[C:9]2[CH:18]=[C:17]([CH2:19][CH3:20])[S:16][C:10]=2[NH:11][C:12](=S)[CH2:13][N:14]=1.O.[NH2:22][NH2:23]>C(O)C>[NH:22]([C:12]1[CH2:13][N:14]=[C:8]([C:3]2[CH:4]=[CH:5][CH:6]=[CH:7][C:2]=2[Cl:1])[C:9]2[CH:18]=[C:17]([CH2:19][CH3:20])[S:16][C:10]=2[N:11]=1)[NH2:23] |f:1.2|. Procedure: [d] 32.1 g of 5-o-chlorophenyl-7-ethyl-1,2-dihydro-3H-thieno[2,3-e][1,4] diazepine-2-thione obtained in the above example [a] is suspended in 200 ml of ethanol, and to the suspension is added 8 g of hydrazine hydrate. Several minutes stirring turns the suspension into a homogeneous, red, transparent solution. Then crystals begin to precipitate. After stirring at room temperature for 2 hours and subsequent ice-cooling, the crystals are collected by suction filtration and washed well with methanol... Reaction SMILES: [CH3:1][N:2]1[CH:6]=[C:5]([C:7]2[S:11][C:10]([S:12]([N:15]3[CH:19]=[CH:18][C:17](/[CH:20]=[CH:21]/[C:22]([NH:24]OC4CCCCO4)=[O:23])=[CH:16]3)(=[O:14])=[O:13])=[CH:9][CH:8]=2)[CH:4]=[N:3]1.C[OH:33]>>[OH:33]/[C:21](=[CH:20]/[C:17]1[CH:18]=[CH:19][N:15]([S:12]([C:10]2[S:11][C:7]([C:5]3[CH:4]=[N:3][N:2]([CH3:1])[CH:6]=3)=[CH:8][CH:9]=2)(=[O:14])=[O:13])[CH:16]=1)/[C:22]([NH2:24])=[O:23]. Procedure: A mixture of 0.099 g (E)-3-{1-[5-(1-methyl-1H-pyrazol-4-yl)-thiophene-2-sulfonyl]-1H-pyrrol-3-yl}-N-(tetrahydro-pyran-2-yloxy)-acrylamide with 3.0 ml methanol and 6.0 ml 1M aqueous HCL is stirred at ambient temperature for 24 h. The suspension is filtered and washed with water and ethyl acetate. The title compound is dried in vacuo. By this method 0.037 g light pink solid are obtained. Melting point: 163-166° C. Starting materials: CN1N=CC(=C1)C1=CC=C(S1)S(=O)(=O)N1C=C(C=C1)/C=C/C(=O)NOC1OCCCC1 ((E)-3-{1-[5-(1-methyl-1H-pyrazol-4-yl)-thiophene-2-sulfonyl]-1H-pyrrol-3-yl}-N-(tetrahydro-pyran-2-yloxy)-acrylamide), CO (methanol). Product: O\C(\C(=O)N)=C\C1=CN(C=C1)S(=O)(=O)C=1SC(=CC1)C=1C=NN(C1)C ((E)-Hydroxy-3-{1-[5-(1-methyl-1H-pyrazol-4-yl)-thiophene-2-sulfonyl]-1H-pyrrol-3-yl}-acrylamide). Reaction conditions: time 24 hour. Starting materials: Cc1ccccc1, O=P(Cl)(Cl)Cl, O=C1CCN(c2ccccc2)N1. The product is ClC1=NN(c2ccccc2)CC1. Reaction SMILES: [CH3:18][c:19]1[cH:20][cH:21][cH:22][cH:23][cH:24]1.[P:13]([Cl:14])([Cl:15])([Cl:16])=[O:17].[c:1]1([N:7]2[NH:8][C:9](=[O:12])[CH2:10][CH2:11]2)[cH:2][cH:3][cH:4][cH:5][cH:6]1>>[c:1]1([N:7]2[N:8]=[C:9]([Cl:15])[CH2:10][CH2:11]2)[cH:2][cH:3][cH:4][cH:5][cH:6]1. Starting materials: C(=O)C1=C(OCC(=O)OC)C=CC=C1 (Methyl o-formylphenoxyacetate), C1(=CC=CC=C1)C (Toluene). The solvent is O (water). Conditions: temperature 111 celsius. Yields the product O1C(=CC2=C1C=CC=C2)C(=O)OC (Methyl 2-benzofuranecarboxylate). RXN SMILES: [CH:1]([C:3]1[CH:14]=[CH:13][CH:12]=[CH:11][C:4]=1[O:5][CH2:6][C:7]([O:9][CH3:10])=[O:8])=O.C1(C)C=CC=CC=1>O>[O:5]1[C:4]2[CH:11]=[CH:12][CH:13]=[CH:14][C:3]=2[CH:1]=[C:6]1[C:7]([O:9][CH3:10])=[O:8]. Reported procedure: The crude product 2 was placed into a 5-liter 3-necked round-bottomed flask equipped with a mechanical stirrer and a water trap. Toluene (1,900 ml) was added and the solution heated at reflux temperature (111° C.) until all water had been removed. Diazabicyclounde-7-ene (DBU) (65 g) was then added and the mixture was stirred at 111° C., without the water trap, until the starting material was no longer present, i.e., was not detectable by TLC monitoring. Most of the solvent (90%) was then distill...